From a dataset of the Open Reaction Database (ORD), a public repository of structured organic reaction records. describe an organic reaction: reactants, conditions, products, and yield Starting materials: C(C)(C)(C)C1=CC=C(OCC(=O)NC2=NC(N([C@H]3C[C@H](O)[C@@H](CO)O3)C=C2)=O)C=C1 (N4-((4-tertbutylphenoxy)acetyl)-2′-deoxycytidine), [Cl-].[N+](=O)([O-])C1=C(C=CC=C1)C(COC(=O)N1C=[N+](C=C1)C)C (N3-[2-(2-nitrophenyl)propoxycarbonyl]-N-methyl imidazolium chloride). The solvent is ClCCl (dichloromethane), ClCCl (dichloromethane). The product is C(C)(C)(C)C1=CC=C(OCC(=O)NC2=NC(N([C@H]3C[C@H](OC(=O)OCC(C)C4=C(C=CC=C4)[N+](=O)[O-])[C@@H](CO)O3)C=C2)=O)C=C1 (N4-((4-tertbutylphenoxy)acetyl)-3′-O-[2-(2-nitrophenyl)propoxycarbonyl]-2′-deoxycytidine). Isolated yield 73.0%. Reaction SMILES: [C:1]([C:5]1[CH:30]=[CH:29][C:8]([O:9][CH2:10][C:11]([NH:13][C:14]2[CH:27]=[CH:26][N:17]([C@@H:18]3[O:25][C@H:22]([CH2:23][OH:24])[C@@H:20]([OH:21])[CH2:19]3)[C:16](=[O:28])[N:15]=2)=[O:12])=[CH:7][CH:6]=1)([CH3:4])([CH3:3])[CH3:2].[Cl-].[N+:32]([C:35]1[CH:40]=[CH:39][CH:38]=[CH:37][C:36]=1[CH:41]([CH3:52])[CH2:42][O:43][C:44](N1C=C[N+](C)=C1)=[O:45])([O-:34])=[O:33]>ClCCl>[C:1]([C:5]1[CH:6]=[CH:7][C:8]([O:9][CH2:10][C:11]([NH:13][C:14]2[CH:27]=[CH:26][N:17]([C@@H:18]3[O:25][C@H:22]([CH2:23][OH:24])[C@@H:20]([O:21][C:44]([O:43][CH2:42][CH:41]([C:36]4[CH:37]=[CH:38][CH:39]=[CH:40][C:35]=4[N+:32]([O-:34])=[O:33])[CH3:52])=[O:45])[CH2:19]3)[C:16](=[O:28])[N:15]=2)=[O:12])=[CH:29][CH:30]=1)([CH3:4])([CH3:2])[CH3:3] |f:1.2|. Procedure: As described for 11 with N4-((4-tertbutylphenoxy)acetyl)-2′-deoxycytidine (4) (5 g, 6.93 mmol) in 50 ml dichloromethane and 2 (2.71 g, 8.32 mmol) in 50 ml dichloromethane. Purification by precipitation using toluene yielded 3.16 g (73%) of the title compound. The product is FC(C1=CC=C(C(=O)OC2=CC=C(C=C2)OC(C2=CC=C(C=C2)OC(C2=CC=C(C=C2)C(F)(F)F)=O)=O)C=C1)(F)F (4-(4-trifluoromethylbenzoyloxy)-benzoic acid-4-(4-trifluoromethylbenzoyloxy)-phenyl ester). As a reaction SMILES: OC1C=CC([C:8]2[CH:16]=[C:15]([OH:17])[CH:14]=[CH:13][C:9]=2[C:10]([O-:12])=[O:11])=CC=1.[F:18][C:19]([F:30])([F:29])[C:20]1[CH:28]=[CH:27][C:23]([C:24](Cl)=[O:25])=[CH:22][CH:21]=1>>[F:18][C:19]([F:30])([F:29])[C:20]1[CH:28]=[CH:27][C:23]([C:24]([O:17][C:15]2[CH:16]=[CH:8][C:9]([O:12][C:10](=[O:11])[C:9]3[CH:8]=[CH:16][C:15]([O:17][C:24](=[O:25])[C:23]4[CH:27]=[CH:28][C:20]([C:19]([F:29])([F:30])[F:18])=[CH:21][CH:22]=4)=[CH:14][CH:13]=3)=[CH:13][CH:14]=2)=[O:25])=[CH:22][CH:21]=1. Reported procedure: 4-(4-trifluoromethylbenzoyloxy)-benzoic acid-4-(4-trifluoromethylbenzoyloxy)-phenyl ester is prepared as in Example 6 from 4-hydroxyphenyl-4-hydroxybenzoate and 4-trifluoromethylbenzoyl chloride. Yield: 12.9 g (80% of the theoretical). A liquid crystalline phase was observed under a polarization microscope in the temperature range from 180° to 340° C. Starting materials: OC1=CC=C(C=C1)C1=C(C(=O)[O-])C=CC(=C1)O (4-hydroxyphenyl-4-hydroxybenzoate), FC(C1=CC=C(C(=O)Cl)C=C1)(F)F (4-trifluoromethylbenzoyl chloride). Reactants: Cc1ccc(-c2c(CNC(=O)OC(C)(C)C)c(CC(C)C)nc3ccc(C#N)cc23)cc1, CC(C)(C)[O-], CCO, Cl, NO, [Na+]. Product: Cc1ccc(-c2c(CNC(=O)OC(C)(C)C)c(CC(C)C)nc3ccc(C(N)=NO)cc23)cc1. RXN SMILES: [C:1](#[N:2])[c:3]1[cH:4][c:5]2[c:6](-[c:26]3[cH:27][cH:28][c:29]([CH3:32])[cH:30][cH:31]3)[c:7]([CH2:17][NH:18][C:19]([O:20][C:21]([CH3:22])([CH3:23])[CH3:24])=[O:25])[c:8]([CH2:13][CH:14]([CH3:15])[CH3:16])[n:9][c:10]2[cH:11][cH:12]1.[CH3:36][C:37]([CH3:38])([O-:39])[CH3:40].[CH3:42][CH2:43][OH:44].[ClH:33].[NH2:34][OH:35].[Na+:41]>>[C:1]([NH2:2])([c:3]1[cH:4][c:5]2[c:6](-[c:26]3[cH:27][cH:28][c:29]([CH3:32])[cH:30][cH:31]3)[c:7]([CH2:17][NH:18][C:19]([O:20][C:21]([CH3:22])([CH3:23])[CH3:24])=[O:25])[c:8]([CH2:13][CH:14]([CH3:15])[CH3:16])[n:9][c:10]2[cH:11][cH:12]1)=[N:34][OH:35].